Dataset: the Open Reaction Database (ORD), a public repository of structured organic reaction records. Task: describe an organic reaction: reactants, conditions, products, and yield Reactants: CC(=O)O, CCOC(=O)c1c(C(OCC)OCC)ncn1Cc1ccc(C(=O)c2ccc(Cl)cc2)cc1, O. The product is CCOC(=O)c1c(C=O)ncn1Cc1ccc(C(=O)c2ccc(Cl)cc2)cc1. RXN SMILES: [CH3:34][C:35](=[O:36])[OH:37].[Cl:1][c:2]1[cH:3][cH:4][c:5]([C:6](=[O:7])[c:8]2[cH:9][cH:10][c:11]([CH2:12][n:13]3[cH:14][n:15][c:16]([CH:23]([O:24][CH2:28][CH3:29])[O:25][CH2:26][CH3:27])[c:17]3[C:18](=[O:19])[O:20][CH2:21][CH3:22])[cH:30][cH:31]2)[cH:32][cH:33]1.[OH2:38]>>[Cl:1][c:2]1[cH:3][cH:4][c:5]([C:6](=[O:7])[c:8]2[cH:9][cH:10][c:11]([CH2:12][n:13]3[cH:14][n:15][c:16]([CH:23]=[O:24])[c:17]3[C:18](=[O:19])[O:20][CH2:21][CH3:22])[cH:30][cH:31]2)[cH:32][cH:33]1.